Dataset: the Open Reaction Database (ORD), a public repository of structured organic reaction records. Task: describe an organic reaction: reactants, conditions, products, and yield Reactants: ClC1=CC(=NC2=CC=C(C=C12)C)N1CCS(C2=C(C1)C=CC=C2)(=O)=O (4-(4-chloro-6-methylquinolin-2-yl)-2,3,4,5-tetrahydro-1,4-benzothiazepine 1,1-dioxide), N1CCC(CC1)C(=O)N (piperidine-4-carboxamide). Yields the product O=S1(CCN(CC2=C1C=CC=C2)C2=NC1=CC=C(C=C1C(=C2)NC(=O)C2CCNCC2)C)=O (N-[2-(1,1-Dioxido-2,3-dihydro-1,4-benzothiazepin-4(5H)-yl)-6-methylquinolin-4-yl]piperidine-4-carboxamide). RXN SMILES: Cl[C:2]1[C:11]2[C:6](=[CH:7][CH:8]=[C:9]([CH3:12])[CH:10]=2)[N:5]=[C:4]([N:13]2[CH2:19][C:18]3[CH:20]=[CH:21][CH:22]=[CH:23][C:17]=3[S:16](=[O:25])(=[O:24])[CH2:15][CH2:14]2)[CH:3]=1.[NH:26]1[CH2:31][CH2:30][CH:29]([C:32]([NH2:34])=[O:33])[CH2:28][CH2:27]1>>[O:24]=[S:16]1(=[O:25])[C:17]2[CH:23]=[CH:22][CH:21]=[CH:20][C:18]=2[CH2:19][N:13]([C:4]2[CH:3]=[C:2]([NH:34][C:32]([CH:29]3[CH2:30][CH2:31][NH:26][CH2:27][CH2:28]3)=[O:33])[C:11]3[C:6](=[CH:7][CH:8]=[C:9]([CH3:12])[CH:10]=3)[N:5]=2)[CH2:14][CH2:15]1. Procedure details: The title compound was prepared in analogy to Example 3-1 in Scheme 5 by using 4-(4-chloro-6-methylquinolin-2-yl)-2,3,4,5-tetrahydro-1,4-benzothiazepine 1,1-dioxide (prepared in analogy to the one in Example 2-1) and piperidine-4-carboxamide. MS obsd. (ESI+) [(M+H)+] 465, 1H NMR (400 MHz, CD3OD) δ ppm 8.50 (s, 1 H), 8.14 (s, 1 H), 8.01-7.98 (d, J=1.2 Hz, 1 H), 7.95-7.93 (d, J=7.2 Hz, 1 H), 7.84-7.82 (d, J=8.8 Hz, 1 H), 7.66-7.61 (m, 2 H), 7.52-7.51 (m, 1 H), 5.23 (s, 1 H), 4.59 (s, 2 H), 3.74 (s... Reported procedure: Employing the same general procedure as for the preparation of ethyl 4-[(7,8-dihydro-5-hydroxy-8,8-dimethyl-5-carboethoxymethylnaphth-2-yl)ethynyl]benzoate (Compound 113), 1.00 g (2.88 mmol) of ethyl 4-[(5,6,7,8-tetrahydro-8,8-dimethyl-5-oxonaphth-3-yl)ethynyl]benzoate (Compound 2) was converted into the title compound (light yellow solid) using 1.00 g (15.30 mmol) of zinc, 0.639 ml (5.76 mmol) of ethyl bromoacetate and 70 ml of dry benzene. The product is OC1(C=2C=C(C=CC2C(CC1)(C)C)C#CC1=CC=C(C(=O)OCC)C=C1)CC(=O)OCC (Ethyl 4-[(5-hydroxy-8,8-dimethyl-5-carboethoxymethyl-5,6,7,8-tetrahydronapth-3-yl)ethynyl]benzoate). Reactants: OC1(C=2C=CC(=CC2C(CC1)(C)C)C#CC1=CC=C(C(=O)OCC)C=C1)CC(=O)OCC (ethyl 4-[(5,6,7,8-tetrahydro-5-hydroxy-8,8-dimethyl-5-carboethoxymethylnaphth-2-yl)ethynyl]benzoate), OC1(C=2C=CC(=CC2C(CC1)(C)C)C#CC1=CC=C(C(=O)OCC)C=C1)CC(=O)OCC (ethyl 4-[(5,6,7,8-tetrahydro-5-hydroxy-8,8-dimethyl-5-carboethoxymethylnaphth-2-yl)ethynyl]benzoate), CC1(CCC(C=2C=C(C=CC12)C#CC1=CC=C(C(=O)OCC)C=C1)=O)C (ethyl 4-[(5,6,7,8-tetrahydro-8,8-dimethyl-5-oxonaphth-3-yl)ethynyl]benzoate), CC1(CCC(C=2C=C(C=CC12)C#CC1=CC=C(C(=O)OCC)C=C1)=O)C (ethyl 4-[(5,6,7,8-tetrahydro-8,8-dimethyl-5-oxonaphth-3-yl)ethynyl]benzoate). As a reaction SMILES: [OH:1][C:2]1([CH2:27][C:28]([O:30][CH2:31][CH3:32])=[O:29])[CH2:11][CH2:10][C:9]([CH3:13])([CH3:12])[C:8]2[CH:7]=[C:6](C#CC3C=CC(C(OCC)=O)=CC=3)[CH:5]=[CH:4][C:3]1=2.CC1(C)C2C=CC([C:44]#[C:45][C:46]3[CH:56]=[CH:55][C:49]([C:50]([O:52][CH2:53][CH3:54])=[O:51])=[CH:48][CH:47]=3)=CC=2C(=O)CC1>>[OH:1][C:2]1([CH2:27][C:28]([O:30][CH2:31][CH3:32])=[O:29])[CH2:11][CH2:10][C:9]([CH3:12])([CH3:13])[C:8]2[CH:7]=[CH:6][C:5]([C:44]#[C:45][C:46]3[CH:56]=[CH:55][C:49]([C:50]([O:52][CH2:53][CH3:54])=[O:51])=[CH:48][CH:47]=3)=[CH:4][C:3]1=2. As a reaction SMILES: [C:1](=[O:2])([CH3:3])[O:4][CH:5]1[C:6](=[O:31])[N:7]([CH2:26][CH2:27][N:28]([CH3:29])[CH3:30])[C:8]([c:20]2[cH:21][cH:22][cH:23][cH:24][cH:25]2)=[CH:9][S:10][CH:11]1[c:12]1[cH:13][cH:14][c:15]([O:18][CH3:19])[cH:16][cH:17]1.[C:32](=[O:33])([O-:34])[O-:35].[CH3:38][CH2:39][OH:40].[K+:36].[K+:37]>>[OH:4][CH:5]1[C:6](=[O:31])[N:7]([CH2:26][CH2:27][N:28]([CH3:29])[CH3:30])[C:8]([c:20]2[cH:21][cH:22][cH:23][cH:24][cH:25]2)=[CH:9][S:10][CH:11]1[c:12]1[cH:13][cH:14][c:15]([O:18][CH3:19])[cH:16][cH:17]1. Yields the product COc1ccc(C2SC=C(c3ccccc3)N(CCN(C)C)C(=O)C2O)cc1. Starting materials: COc1ccc(C2SC=C(c3ccccc3)N(CCN(C)C)C(=O)C2OC(C)=O)cc1, O=C([O-])[O-], CCO, [K+], [K+]. Starting materials: solution, Cl (hydrochloric acid), N1=CC(=CC=C1)C1CN(CC1)C(=O)N1CCN(C2=CC=CC=C12)C(=O)OC(C)(C)C (tert-butyl 4-[(3-(pyridin-3-yl)pyrrolidin-1-yl)carbonyl]-3,4-dihydroquinoxaline-1(2H)-carboxylate). Solvent: O1CCOCC1 (dioxane), O1CCOCC1 (dioxane). Yields the product N1=CC(=CC=C1)C1CN(CC1)C(=O)N1CCNC2=CC=CC=C12 (1-[(3-(pyridin-3-yl)pyrrolidin-1-yl)carbonyl]-1,2,3,4-tetrahydroquinoxaline). The yield is 92.6%. As a reaction SMILES: [N:1]1[CH:6]=[CH:5][CH:4]=[C:3]([CH:7]2[CH2:11][CH2:10][N:9]([C:12]([N:14]3[C:23]4[C:18](=[CH:19][CH:20]=[CH:21][CH:22]=4)[N:17](C(OC(C)(C)C)=O)[CH2:16][CH2:15]3)=[O:13])[CH2:8]2)[CH:2]=1.Cl>O1CCOCC1>[N:1]1[CH:6]=[CH:5][CH:4]=[C:3]([CH:7]2[CH2:11][CH2:10][N:9]([C:12]([N:14]3[C:23]4[C:18](=[CH:19][CH:20]=[CH:21][CH:22]=4)[NH:17][CH2:16][CH2:15]3)=[O:13])[CH2:8]2)[CH:2]=1. Procedure details: 3.72 g of tert-butyl 4-[(3-(pyridin-3-yl)pyrrolidin-1-yl)carbonyl]-3,4-dihydroquinoxaline-1(2H)-carboxylate, dissolved in 18.2 ml of dioxane, are introduced into a 250 ml round-bottomed flask. 34.1 ml of a 4N solution of hydrochloric acid in dioxane are subsequently added. Stirring is maintained for three hours. After evaporating, the residue is taken up in dichloromethane and a saturated aqueous sodium hydrogencarbonate solution and then the aqueous phase is extracted three times with dichlorom... Reactants: CC(Cl)c1cccnc1, OC1=C(CC=C)C=C([N+]([O-])=O)C=C1. Reagents/catalysts: O=C([O-])[O-].[Cs+].[Cs+] (cesium carbonate), [I-].[K+] (potassium iodide). Run in CN(C)C=O (DMF), CN(C)C=O (dmf), CN(C)C=O (DMF). Reaction conditions: temperature 70 celsius, time 16 hour. The product is C=CCC%20=C(C=CC([N+]([O-])=O)=C%20)OC(C)C%21=CC=CN=C%21. The reactants are CCCN=C=O, CN(C)C=O, CCOC(C)=O, Nc1ccc(Cl)c(S(N)(=O)=O)c1O. Yields the product CCCNC(=O)Nc1ccc(Cl)c(S(N)(=O)=O)c1O. Reaction SMILES: [CH2:14]([CH2:15][CH3:16])[N:17]=[C:18]=[O:19].[CH3:20][N:21]([CH3:22])[CH:23]=[O:24].[CH3:25][CH2:26][O:27][C:28](=[O:29])[CH3:30].[NH2:1][c:2]1[c:3]([OH:13])[c:4]([S:9](=[O:10])(=[O:11])[NH2:12])[c:5]([Cl:8])[cH:6][cH:7]1>>[NH:1]([c:2]1[c:3]([OH:13])[c:4]([S:9](=[O:10])(=[O:11])[NH2:12])[c:5]([Cl:8])[cH:6][cH:7]1)[C:18]([NH:17][CH2:14][CH2:15][CH3:16])=[O:19]. Reactants: O=C([O-])[O-], Oc1ccc(Cl)nc1, Clc1ccnc2cc(I)sc12, [Cs+], [Cs+], CN(C)C=O. Product: Clc1ccc(Oc2ccnc3cc(I)sc23)cn1. RXN SMILES: [C:12](=[O:13])([O-:14])[O-:15].[Cl:18][c:19]1[cH:20][cH:21][c:22]([OH:25])[cH:23][n:24]1.[Cl:1][c:2]1[c:3]2[c:4]([n:5][cH:6][cH:7]1)[cH:8][c:9]([I:11])[s:10]2.[Cs+:16].[Cs+:17].[O:26]=[CH:27][N:28]([CH3:29])[CH3:30]>>[c:2]1([O:25][c:22]2[cH:21][cH:20][c:19]([Cl:18])[n:24][cH:23]2)[c:3]2[c:4]([n:5][cH:6][cH:7]1)[cH:8][c:9]([I:11])[s:10]2.